Dataset: the Open Reaction Database (ORD), a public repository of structured organic reaction records. Task: describe an organic reaction: reactants, conditions, products, and yield Starting materials: ClCCl, NCCc1ccc(F)c(OCC(F)(F)F)c1, [Na+], O=C([O-])O, O=CC1CCOC1. Yields the product Fc1ccc(CCNCC2CCOC2)cc1OCC(F)(F)F. As a reaction SMILES: [Cl:29][CH2:30][Cl:31].[F:1][c:2]1[c:3]([O:11][CH2:12][C:13]([F:14])([F:15])[F:16])[cH:4][c:5]([CH2:8][CH2:9][NH2:10])[cH:6][cH:7]1.[Na+:28].[O-:24][C:25]([OH:26])=[O:27].[O:17]1[CH2:18][CH:19]([CH:22]=[O:23])[CH2:20][CH2:21]1>>[F:1][c:2]1[c:3]([O:11][CH2:12][C:13]([F:14])([F:15])[F:16])[cH:4][c:5]([CH2:8][CH2:9][NH:10][CH2:22][CH:19]2[CH2:18][O:17][CH2:21][CH2:20]2)[cH:6][cH:7]1.